This data is from the Open Reaction Database (ORD), a public repository of structured organic reaction records. The task is: describe an organic reaction: reactants, conditions, products, and yield The reactants are BrCCCCc1ccccc1, O=C([O-])[O-], CN(C)C=O, [K+], [K+], O, CC(C)(C)OC(=O)N1C(C(=O)NCCc2ccc(O)cc2)CSC1c1cccnc1. Yields the product CC(C)(C)OC(=O)N1C(C(=O)NCCc2ccc(OCCCCc3ccccc3)cc2)CSC1c1cccnc1. As a reaction SMILES: [Br:1][CH2:2][CH2:3][CH2:4][CH2:5][c:6]1[cH:7][cH:8][cH:9][cH:10][cH:11]1.[C:42](=[O:43])([O-:44])[O-:45].[CH3:49][N:50]([CH3:51])[CH:52]=[O:53].[K+:46].[K+:47].[OH2:48].[OH:12][c:13]1[cH:14][cH:15][c:16]([CH2:19][CH2:20][NH:21][C:22](=[O:23])[CH:24]2[N:25]([C:35](=[O:36])[O:37][C:38]([CH3:39])([CH3:40])[CH3:41])[CH:26]([c:29]3[cH:30][n:31][cH:32][cH:33][cH:34]3)[S:27][CH2:28]2)[cH:17][cH:18]1>>[CH2:2]([CH2:3][CH2:4][CH2:5][c:6]1[cH:7][cH:8][cH:9][cH:10][cH:11]1)[O:12][c:13]1[cH:14][cH:15][c:16]([CH2:19][CH2:20][NH:21][C:22](=[O:23])[CH:24]2[N:25]([C:35](=[O:36])[O:37][C:38]([CH3:39])([CH3:40])[CH3:41])[CH:26]([c:29]3[cH:30][n:31][cH:32][cH:33][cH:34]3)[S:27][CH2:28]2)[cH:17][cH:18]1. Starting materials: BrC1=CC=C(C=C1)C1=C(C(=NO1)C)NC(CCC1=C(C=CC=C1)Cl)C ([5-(4-bromo-phenyl)-3-methyl-isoxazol-4-yl]-[3-(2-chloro-phenyl)-1-methyl-propyl]-amine), C(C)OC(=O)C1(CC1)C1=CC=C(C=C1)B1OC(C(O1)(C)C)(C)C (1-[4-(4,4,5,5-tetramethyl-[1,3,2]dioxaborolan-2-yl)-phenyl]-cyclopropanecarboxylic acid ethyl ester). The reagents and catalysts are Cl[Pd]Cl.C1(=CC=CC=C1)P([C-]1C=CC=C1)C1=CC=CC=C1.[C-]1(C=CC=C1)P(C1=CC=CC=C1)C1=CC=CC=C1.[Fe+2] ((1,1′-bis(diphenylphosphino)ferrocene)-dichloropalladium(II)). The product is C(C)OC(=O)C1(CC1)C1=CC=C(C=C1)C1=CC=C(C=C1)C1=C(C(=NO1)C)NC(CCC1=C(C=CC=C1)Cl)C (1-(4′-{4-[3-(2-Chloro-phenyl)-1-methyl-propylamino]-3-methyl-isoxazol-5-yl}-biphenyl-4-yl)-cyclopropanecarboxylic acid ethyl ester). RXN SMILES: Br[C:2]1[CH:7]=[CH:6][C:5]([C:8]2[O:12][N:11]=[C:10]([CH3:13])[C:9]=2[NH:14][CH:15]([CH3:25])[CH2:16][CH2:17][C:18]2[CH:23]=[CH:22][CH:21]=[CH:20][C:19]=2[Cl:24])=[CH:4][CH:3]=1.[CH2:26]([O:28][C:29]([C:31]1([C:34]2[CH:39]=[CH:38][C:37](B3OC(C)(C)C(C)(C)O3)=[CH:36][CH:35]=2)[CH2:33][CH2:32]1)=[O:30])[CH3:27]>Cl[Pd]Cl.C1(P(C2C=CC=CC=2)[C-]2C=CC=C2)C=CC=CC=1.[C-]1(P(C2C=CC=CC=2)C2C=CC=CC=2)C=CC=C1.[Fe+2]>[CH2:26]([O:28][C:29]([C:31]1([C:34]2[CH:39]=[CH:38][C:37]([C:2]3[CH:7]=[CH:6][C:5]([C:8]4[O:12][N:11]=[C:10]([CH3:13])[C:9]=4[NH:14][CH:15]([CH3:25])[CH2:16][CH2:17][C:18]4[CH:23]=[CH:22][CH:21]=[CH:20][C:19]=4[Cl:24])=[CH:4][CH:3]=3)=[CH:36][CH:35]=2)[CH2:32][CH2:33]1)=[O:30])[CH3:27] |f:2.3.4.5|. Procedure: Prepared according to the procedure described in Example 3, Step 5, using (1,1′-bis(diphenylphosphino)ferrocene)-dichloropalladium(II) as the catalyst and using [5-(4-bromo-phenyl)-3-methyl-isoxazol-4-yl]-[3-(2-chloro-phenyl)-1-methyl-propyl]-amine and 1-[4-(4,4,5,5-tetramethyl-[1,3,2]dioxaborolan-2-yl)-phenyl]-cyclopropanecarboxylic acid ethyl ester. The reactants are O (water), OC1=C(C=CC=C1)C1=NC=NC(=C1)C1=CC=CC=C1 (4-(2-hydroxyphenyl)-6-phenyl-pyrimidine), [H-].[Na+] (sodium hydride), Cl.CN(CCCl)C (2-dimethylaminoethyl chloride hydrochloride). The solvent is CN(C=O)C (dimethylformamide). Reaction conditions: temperature 100 celsius, time 6 hour. Yields the product CN(C)CCOC1=C(C=CC=C1)C1=NC=NC(=C1)C1=CC=CC=C1 (4-{2-[2-(N,N-Dimethylamino)ethyl]oxy-phenyl}-6-phenyl-pyrimidine). Yield: 77.8%. RXN SMILES: [OH:1][C:2]1[CH:7]=[CH:6][CH:5]=[CH:4][C:3]=1[C:8]1[CH:13]=[C:12]([C:14]2[CH:19]=[CH:18][CH:17]=[CH:16][CH:15]=2)[N:11]=[CH:10][N:9]=1.[H-].[Na+].Cl.[CH3:23][N:24]([CH3:28])[CH2:25][CH2:26]Cl.O>CN(C)C=O>[CH3:23][N:24]([CH2:25][CH2:26][O:1][C:2]1[CH:7]=[CH:6][CH:5]=[CH:4][C:3]=1[C:8]1[CH:13]=[C:12]([C:14]2[CH:15]=[CH:16][CH:17]=[CH:18][CH:19]=2)[N:11]=[CH:10][N:9]=1)[CH3:28] |f:1.2,3.4|. Procedure details: A solution of 4-(2-hydroxyphenyl)-6-phenyl-pyrimidine (0.5 g, example 1) and sodium hydride (0.12 g, 80% in oil) in anhydrous dimethylformamide (5 ml) was stirred 20 minutes at room temperature. Then 2-dimethylaminoethyl chloride hydrochloride (0.29 g) was added and the solution was heated at 100° C. under stirring for 6 hours. The reaction mixture was cooled, then poured into water, and the separated oil was extracted with ethyl acetate. The organic layer was dried, then evaporated to dryness t... Reactants: S1C2=C(C=C1)SC=C2 (Thieno[3,2-b]-thiophene), ClCC(=O)Cl (chloroacetylchloride), O (water), Cl (HCl). Run in C(Cl)Cl (DCM), C(Cl)Cl (DCM). Run at temperature 0 celsius, time 5 hour. The product is ClCC(=O)C1=CC2=C(S1)C=CS2 (2-chloro-1-thieno[3,2-b]thiophen-2-yl-ethanone). The yield is 43.0%. RXN SMILES: [S:1]1[CH:5]=[CH:4][C:3]2[S:6][CH:7]=[CH:8][C:2]1=2.[Cl:9][CH2:10][C:11](Cl)=[O:12].O.Cl>C(Cl)Cl>[Cl:9][CH2:10][C:11]([C:5]1[S:1][C:2]2[CH:8]=[CH:7][S:6][C:3]=2[CH:4]=1)=[O:12]. Reported procedure: Thieno[3,2-b]-thiophene (38.5 mmol) was solubilized in anhydrous DCM (77 mL) and the chloroacetylchloride (39.66 mmol) was added. The reaction mixture was cooled down to 0° C. and A1Cl3 (43.12 mmol) solubilized in DCM (385 mL) was added slowly. The mixture was stirred at room temperature during 5 hrs. The reaction mixture was cooled again to 0° C. and water and 2N HCl were added until pH=1. The organic layer was dried over Na2SO4, filtered, and concentrated under reduced pressure. The residue wa... The reactants are CCOC(=O)c1cc(Cl)oc1C, CCO, [Na+], [OH-]. Yields the product Cc1oc(Cl)cc1C(=O)O. RXN SMILES: [CH2:1]([CH3:2])[O:3][C:4](=[O:5])[c:6]1[c:7]([CH3:12])[o:8][c:9]([Cl:11])[cH:10]1.[CH3:15][CH2:16][OH:17].[Na+:14].[OH-:13]>>[O:3]=[C:4]([OH:5])[c:6]1[c:7]([CH3:12])[o:8][c:9]([Cl:11])[cH:10]1.